From a dataset of the Open Reaction Database (ORD), a public repository of structured organic reaction records. describe an organic reaction: reactants, conditions, products, and yield Reactants: CC(C)(C)OC(=O)N1CCC(C(=O)Nc2ccccc2Oc2ccc(Cl)cc2Cl)CC1, ClCCl, [K+], [K+], O=C([O-])[O-], O, O=C(O)C(F)(F)F. Product: O=C(Nc1ccccc1Oc1ccc(Cl)cc1Cl)C1CCNCC1. Reaction SMILES: [C:8]([O:9][C:10](=[O:11])[N:15]1[CH2:16][CH2:17][CH:18]([C:21]([NH:22][c:23]2[c:24]([O:29][c:30]3[c:31]([Cl:37])[cH:32][c:33]([Cl:36])[cH:34][cH:35]3)[cH:25][cH:26][cH:27][cH:28]2)=[O:38])[CH2:19][CH2:20]1)([CH3:12])([CH3:13])[CH3:14].[Cl:46][CH2:47][Cl:48].[K+:39].[K+:40].[O-:41][C:42]([O-:43])=[O:44].[OH2:45].[OH:1][C:2]([C:3]([F:4])([F:5])[F:6])=[O:7]>>[NH:15]1[CH2:16][CH2:17][CH:18]([C:21]([NH:22][c:23]2[c:24]([O:29][c:30]3[c:31]([Cl:37])[cH:32][c:33]([Cl:36])[cH:34][cH:35]3)[cH:25][cH:26][cH:27][cH:28]2)=[O:38])[CH2:19][CH2:20]1. Reactants: N#Cc1ccccc1B(O)O, O=C(NCc1cccnc1)c1ccc(Cl)nc1NCCc1cccc(F)c1, [K+], [K+], O=C([O-])[O-], CN(C)C=O. Product: N#Cc1ccccc1-c1ccc(C(=O)NCc2cccnc2)c(NCCc2cccc(F)c2)n1. Reaction SMILES: [C:28](#[N:29])[c:30]1[c:31]([B:36]([OH:37])[OH:38])[cH:32][cH:33][cH:34][cH:35]1.[Cl:1][c:2]1[n:3][c:4]([NH:18][CH2:19][CH2:20][c:21]2[cH:22][c:23]([F:27])[cH:24][cH:25][cH:26]2)[c:5]([C:6](=[O:7])[NH:8][CH2:9][c:10]2[cH:11][n:12][cH:13][cH:14][cH:15]2)[cH:16][cH:17]1.[K+:39].[K+:40].[O-:41][C:42]([O-:43])=[O:44].[O:45]=[CH:46][N:47]([CH3:48])[CH3:49]>>[c:2]1(-[c:31]2[c:30]([C:28]#[N:29])[cH:35][cH:34][cH:33][cH:32]2)[n:3][c:4]([NH:18][CH2:19][CH2:20][c:21]2[cH:22][c:23]([F:27])[cH:24][cH:25][cH:26]2)[c:5]([C:6](=[O:7])[NH:8][CH2:9][c:10]2[cH:11][n:12][cH:13][cH:14][cH:15]2)[cH:16][cH:17]1. The reactants are CN(C)C=O, O=[N+]([O-])c1ccc(SCCCc2ccccc2)cc1. Product: Nc1ccc(SCCCc2ccccc2)cc1. Reaction SMILES: [CH3:20][N:21]([CH3:22])[CH:23]=[O:24].[c:1]1([CH2:7][CH2:8][CH2:9][S:10][c:11]2[cH:12][cH:13][c:14]([N+:17]([O-:18])=[O:19])[cH:15][cH:16]2)[cH:2][cH:3][cH:4][cH:5][cH:6]1>>[c:1]1([CH2:7][CH2:8][CH2:9][S:10][c:11]2[cH:12][cH:13][c:14]([NH2:17])[cH:15][cH:16]2)[cH:2][cH:3][cH:4][cH:5][cH:6]1.